Dataset: the Open Reaction Database (ORD), a public repository of structured organic reaction records. Task: describe an organic reaction: reactants, conditions, products, and yield The reactants are CC#N, N#Cc1cnc(Nc2cc(N3CCOCC3)c(Cl)cn2)cn1, [Na+], [Na+], O=C([O-])[O-], O, OB(O)c1ccccc1. The product is N#Cc1cnc(Nc2cc(N3CCOCC3)c(-c3ccccc3)cn2)cn1. Reaction SMILES: [C:39](#[N:40])[CH3:41].[Cl:1][c:2]1[c:3]([N:17]2[CH2:18][CH2:19][O:20][CH2:21][CH2:22]2)[cH:4][c:5]([NH:8][c:9]2[n:10][cH:11][c:12]([C:15]#[N:16])[n:13][cH:14]2)[n:6][cH:7]1.[Na+:32].[Na+:33].[O-:34][C:35](=[O:36])[O-:37].[OH2:38].[OH:23][B:24]([OH:25])[c:26]1[cH:27][cH:28][cH:29][cH:30][cH:31]1>>[c:2]1(-[c:26]2[cH:27][cH:28][cH:29][cH:30][cH:31]2)[c:3]([N:17]2[CH2:18][CH2:19][O:20][CH2:21][CH2:22]2)[cH:4][c:5]([NH:8][c:9]2[n:10][cH:11][c:12]([C:15]#[N:16])[n:13][cH:14]2)[n:6][cH:7]1. Starting materials: CO, [Na+], [OH-], O, CC(=O)N1CCC(c2ncc(-c3ccccc3)o2)CC1. Yields the product c1ccc(-c2cnc(C3CCNCC3)o2)cc1. As a reaction SMILES: [CH3:23][OH:24].[Na+:22].[OH-:21].[OH2:25].[c:1]1(-[c:7]2[cH:8][n:9][c:10]([CH:12]3[CH2:13][CH2:14][N:15]([C:18](=[O:19])[CH3:20])[CH2:16][CH2:17]3)[o:11]2)[cH:2][cH:3][cH:4][cH:5][cH:6]1>>[c:1]1(-[c:7]2[cH:8][n:9][c:10]([CH:12]3[CH2:13][CH2:14][NH:15][CH2:16][CH2:17]3)[o:11]2)[cH:2][cH:3][cH:4][cH:5][cH:6]1. The reactants are CN1C(=O)CCC2=CC(=CC=C12)C(CCCl)=O (1-methyl-6-(1-oxo-3-chloropropyl)-3,4-dihydrocarbostyril), C1(=CC=CC=C1)N1CCNCC1 (4-phenylpiperizine), CC(=O)C.C(C(=O)O)(=O)O (oxalic acid acetone), C(O)([O-])=O.[Na+] (sodium hydrogencarbonate). Run in CN(C=O)C (dimethylformamide), N1=CC=CC=C1 (pyridine), CC(=O)C (acetone). Reaction conditions: time 7 hour. Product: C(C(=O)O)(=O)O.CN1C(=O)CCC2=CC(=CC=C12)C(CCN1CCN(CC1)C1=CC=CC=C1)=O (1-methyl-6-[1-oxo-3-(4-phenyl-1-piperazinyl)propyl]-3,4-dihydrocarbostyril monooxalate). RXN SMILES: [CH3:1][N:2]1[C:12]2[C:7](=[CH:8][C:9]([C:13](=[O:17])[CH2:14][CH2:15]Cl)=[CH:10][CH:11]=2)[CH2:6][CH2:5][C:3]1=[O:4].[C:18]1([N:24]2[CH2:29][CH2:28][NH:27][CH2:26][CH2:25]2)[CH:23]=[CH:22][CH:21]=[CH:20][CH:19]=1.C(=O)([O-])O.[Na+].CC(C)=O.[C:39]([OH:44])(=[O:43])[C:40]([OH:42])=[O:41]>CC(C)=O.CN(C)C=O.N1C=CC=CC=1>[C:39]([OH:44])(=[O:43])[C:40]([OH:42])=[O:41].[CH3:1][N:2]1[C:12]2[C:7](=[CH:8][C:9]([C:13](=[O:17])[CH2:14][CH2:15][N:27]3[CH2:28][CH2:29][N:24]([C:18]4[CH:23]=[CH:22][CH:21]=[CH:20][CH:19]=4)[CH2:25][CH2:26]3)=[CH:10][CH:11]=2)[CH2:6][CH2:5][C:3]1=[O:4] |f:2.3,4.5,9.10|. Reported procedure: 2.6 Grams of 1-methyl-6-(1-oxo-3-chloropropyl)-3,4-dihydrocarbostyril, 1.2 g of pyridine and 2.0 g of 4-phenylpiperizine were mixed into 30 ml of dimethylformamide and the mixture was stirred at 70°-80° C. for 7 hours. The reaction mixture was poured into 100 ml of 5%-sodium hydrogencarbonate solution and was extracted with chloroform. The chloroform layer was washed with water, dried and chloroform was removed by distillation. The residue thus obtained was dissolved with acetone and the pH of t... Reactants: Cl (hydrochloric acid), CN1C(C(=NC2=CC=CC=C12)C)=O (1,3-dimethyl-2-oxoquinoxaline), B#B (diborane). Run in O (water), O (water), O1CCCC1 (tetrahydrofuran), O1CCCC1 (tetrahydrofuran). Product: CN1CC(NC2=CC=CC=C12)C (1,3-dimethyl-1,2,3,4-tetrahydroquinoxaline). Reaction SMILES: [CH3:1][N:2]1[C:11]2[C:6](=[CH:7][CH:8]=[CH:9][CH:10]=2)[N:5]=[C:4]([CH3:12])[C:3]1=O.B#B.Cl>O1CCCC1.O>[CH3:1][N:2]1[C:11]2[C:6](=[CH:7][CH:8]=[CH:9][CH:10]=2)[NH:5][CH:4]([CH3:12])[CH2:3]1. Reported procedure: To a stirred solution of 0.2 mole (34.8 g) of 1,3-dimethyl-2-oxoquinoxaline in 300 ml of dry tetrahydrofuran is added dropwise 0.24 mole (240 ml of 1 M) diborane in tetrahydrofuran. The solution is stirred one additional hour, then heated at its reflux temperature for one day. After cooling, about 40 ml of water is added, followed by 2 equivalents of 4N hydrochloric acid. The solution is heated at reflux for one hour, then evaporated to provide a solid residue. The residue is dissolved in water.... The reactants are CCOC(=O)c1cnc2ccc(Br)cn12, C=CCC#N, C1COCCO1, C1CCC(CNCC2CCCCC2)CC1, O=C(C=Cc1ccccc1)C=Cc1ccccc1, O=C(C=Cc1ccccc1)C=Cc1ccccc1, O=C(C=Cc1ccccc1)C=Cc1ccccc1, [Pd], [Pd]. Yields the product CCOC(=O)c1cnc2ccc(C=CCC#N)cn12. As a reaction SMILES: [Br:1][c:2]1[cH:3][cH:4][c:5]2[n:6]([cH:7]1)[c:8]([C:11](=[O:12])[O:13][CH2:14][CH3:15])[cH:9][n:10]2.[CH2:16]([CH:17]=[CH2:18])[C:19]#[N:20].[CH2:36]1[O:37][CH2:38][CH2:39][O:40][CH2:41]1.[CH:21]1([CH2:22][NH:23][CH2:24][CH:25]2[CH2:26][CH2:27][CH2:28][CH2:29][CH2:30]2)[CH2:31][CH2:32][CH2:33][CH2:34][CH2:35]1.[O:44]=[C:45]([CH:46]=[CH:47][c:48]1[cH:49][cH:50][cH:51][cH:52][cH:53]1)[CH:54]=[CH:55][c:56]1[cH:57][cH:58][cH:59][cH:60][cH:61]1.[O:62]=[C:63]([CH:64]=[CH:65][c:66]1[cH:67][cH:68][cH:69][cH:70][cH:71]1)[CH:72]=[CH:73][c:74]1[cH:75][cH:76][cH:77][cH:78][cH:79]1.[O:80]=[C:81]([CH:82]=[CH:83][c:84]1[cH:85][cH:86][cH:87][cH:88][cH:89]1)[CH:90]=[CH:91][c:92]1[cH:93][cH:94][cH:95][cH:96][cH:97]1.[Pd:42].[Pd:43]>>[c:2]1([CH:18]=[CH:17][CH2:16][C:19]#[N:20])[cH:3][cH:4][c:5]2[n:6]([cH:7]1)[c:8]([C:11](=[O:12])[O:13][CH2:14][CH3:15])[cH:9][n:10]2. The reactants are CCOC(=O)n1c(C(=O)c2ccc(Cl)cc2)c(NC(C)=O)c2ccc(Cl)cc21, CCOC(C)=O, CCCCCC. The product is CC(=O)Nc1c(C(=O)c2ccc(Cl)cc2)[nH]c2cc(Cl)ccc12. Reaction SMILES: [C:1]([CH3:2])(=[O:3])[NH:4][c:5]1[c:6]([C:20]([c:21]2[cH:22][cH:23][c:24]([Cl:27])[cH:25][cH:26]2)=[O:28])[n:7]([C:15]([O:16][CH2:17][CH3:18])=[O:19])[c:8]2[cH:9][c:10]([Cl:14])[cH:11][cH:12][c:13]12.[C:35]([O:36][CH2:37][CH3:38])(=[O:39])[CH3:40].[CH3:29][CH2:30][CH2:31][CH2:32][CH2:33][CH3:34]>>[C:1]([CH3:2])(=[O:3])[NH:4][c:5]1[c:6]([C:20]([c:21]2[cH:22][cH:23][c:24]([Cl:27])[cH:25][cH:26]2)=[O:28])[nH:7][c:8]2[cH:9][c:10]([Cl:14])[cH:11][cH:12][c:13]12.